This data is from the Open Reaction Database (ORD), a public repository of structured organic reaction records. The task is: describe an organic reaction: reactants, conditions, products, and yield Product: C1(=CC=CC=C1)S(=O)(=O)[O-].CS(=O)(=O)N1N=C2C(=C1)C[NH2+]C2 (2-(methylsulfonyl)-2,4,5,6-tetrahydropyrrolo[3,4-c]pyrazol-5-ium benzenesulfonate). Reported procedure: To a solution of tert-butyl 2-(methylsulfonyl)-2,6-dihydropyrrolo[3,4-c]pyrazole-5(4H)-carboxylate (32.1 kg, 111 mol) in iso-propylacetate (289 kg) was added benzenesulfonic acid (35.35 kg, 223 mol). The reaction was stirred for 3 days at room temperature and then cooled to 0-10° C. and stirred an additional 1 h. The resulting slurry was filtered and the cake washed with iso-propylacetate. The solids were dried overnight under vacuum at room temperature to give 2-(methylsulfonyl)-2,4,5,6-tetrahy... The reactants are CS(=O)(=O)N1N=C2C(=C1)CN(C2)C(=O)OC(C)(C)C (tert-butyl 2-(methylsulfonyl)-2,6-dihydropyrrolo[3,4-c]pyrazole-5(4H)-carboxylate), C1(=CC=CC=C1)S(=O)(=O)O (benzenesulfonic acid). Run at time 3 day. Reaction SMILES: [CH3:1][S:2]([N:5]1[CH:9]=[C:8]2[CH2:10][N:11](C(OC(C)(C)C)=O)[CH2:12][C:7]2=[N:6]1)(=[O:4])=[O:3].[C:20]1([S:26]([OH:29])(=[O:28])=[O:27])[CH:25]=[CH:24][CH:23]=[CH:22][CH:21]=1>C(OC(=O)C)(C)C>[C:20]1([S:26]([O-:29])(=[O:28])=[O:27])[CH:25]=[CH:24][CH:23]=[CH:22][CH:21]=1.[CH3:1][S:2]([N:5]1[CH:9]=[C:8]2[CH2:10][NH2+:11][CH2:12][C:7]2=[N:6]1)(=[O:3])=[O:4] |f:3.4|. The solvent is C(C)(C)OC(C)=O (iso-propylacetate). Starting materials: N1=CC=C(C=C1)C1=C(C=CC=C1)N (2-pyridin-4-yl-phenylamine), ClC1=CC(=C(C=C1)NC(COCC(=O)O)=O)C(=O)OC ((2-([4-chloro-2-(methoxycarbonyl)phenyl]amino)-2-oxoethoxy)acetic acid). The product is ClC=1C=CC(=C(C(=O)O)C1)NC(COCC(NC1=C(C=CC=C1)C1=CC=NC=C1)=O)=O (5-chloro-2-([(2-oxo-2-([2-(pyridin-4-yl)phenyl]amino)ethoxy)acetyl]amino)benzoic acid). Procedure: Using the same method as in Example 1-(ii), 2-pyridin-4-yl-phenylamine was reacted with the (2-([4-chloro-2-(methoxycarbonyl)phenyl]amino)-2-oxoethoxy)acetic acid obtained in Example 1-(i) to give 5-chloro-2-([(2-oxo-2-([2-(pyridin-4-yl)phenyl]amino)ethoxy)acetyl]amino)benzoic acid.methyl ester (yield: 22%). Reaction SMILES: [N:1]1[CH:6]=[CH:5][C:4]([C:7]2[CH:12]=[CH:11][CH:10]=[CH:9][C:8]=2[NH2:13])=[CH:3][CH:2]=1.[Cl:14][C:15]1[CH:20]=[CH:19][C:18]([NH:21][C:22](=[O:29])[CH2:23][O:24][CH2:25][C:26](O)=[O:27])=[C:17]([C:30]([O:32]C)=[O:31])[CH:16]=1>>[Cl:14][C:15]1[CH:20]=[CH:19][C:18]([NH:21][C:22](=[O:29])[CH2:23][O:24][CH2:25][C:26](=[O:27])[NH:13][C:8]2[CH:9]=[CH:10][CH:11]=[CH:12][C:7]=2[C:4]2[CH:5]=[CH:6][N:1]=[CH:2][CH:3]=2)=[C:17]([CH:16]=1)[C:30]([OH:32])=[O:31]. Starting materials: C(=N)(N)NN.Cl (aminoguanidine hydrochloride), compound, NC1=NNC(=N1)C1=CC(=C(C(=C1)C(C)(C)C)OCOCCOC)C(C)(C)C (3-Amino-5-(3,5-di-tert-butyl-4-methoxyethoxymethoxyphenyl)-1H-1,2,4-triazole), C[O-].[Na+].CO (sodium methoxide methanol). Solvent: CO (methanol). Product: NC1=NNC(=N1)C1=NC=C(C=C1)Cl (3-Amino-5-(5-chloro-2-pyridyl)-1H-1,2,4-triazole). Isolated yield 82.0%. As a reaction SMILES: NC1N=[C:5]([C:7]2C=[C:11](C(C)(C)C)[C:10](OCOCCOC)=[C:9](C(C)(C)C)[CH:8]=2)[NH:4]N=1.C[O-].[Na+].CO.[C:33]([NH:36][NH2:37])([NH2:35])=[NH:34].[ClH:38]>CO>[NH2:34][C:33]1[N:35]=[C:11]([C:10]2[CH:9]=[CH:8][C:7]([Cl:38])=[CH:5][N:4]=2)[NH:37][N:36]=1 |f:1.2.3,4.5|. Procedure details: The synthesis method of Example 7-(2) was applied. The compound (3.94 g) obtained in (3) above, a 5M sodium methoxide-methanol solution (17 ml), methanol (20 ml) and aminoguanidine hydrochloride (9.39 g) were used as reagents. The mixture was stirred with refluxing for 18 hours and methanol was distilled away under reduced pressure. Water was added to the residue and the aqueous layer was adjusted to pH 3-4 with 3N hydrochloric acid to give 3.40 g of a pale-yellow solid that precipitated (yield ... Product: NC1=CC(=C(C(=O)NCC23CCCN(CCC2)C3)C=C1Cl)OCCOC (4-Amino-N-(1-azabicyclo[3.3.1]non-5-ylmethyl)-5-chloro-2-(2-methoxyethoxy)benzamide). Isolated yield 49.0%. Reaction conditions: temperature 0 celsius, time 1 hour. Run in O1CCCC1 (tetrahydrofuran), O1CCCC1 (tetrahydrofuran). Reported procedure: A solution of 4-amino-5-chloro-2-(2-methoxyethoxy)benzoic acid (2.09 g, 8.5 mmol) in anhydrous tetrahydrofuran (10 mL) under nitrogen was treated with 1,1'-carbonyldiimidazole (1.46 g, 9.0 mmol), stirred for one hour, degassed under a stream of nitrogen over 10 minutes, and cooled (0° C.). A solution of 1-azabicyclo[3.3.1]nonane-5-methanamine (1.36 g, 8.8 mmol) in tetrahydrofuran (5 mL) was added dropwise, and stirring was continued at room temperature for 18 hours. The solution was concentrated... As a reaction SMILES: [NH2:1][C:2]1[C:10]([Cl:11])=[CH:9][C:5]([C:6]([OH:8])=O)=[C:4]([O:12][CH2:13][CH2:14][O:15][CH3:16])[CH:3]=1.C(N1C=CN=C1)(N1C=CN=C1)=O.[N:29]12[CH2:37][C:33]([CH2:38][NH2:39])([CH2:34][CH2:35][CH2:36]1)[CH2:32][CH2:31][CH2:30]2>O1CCCC1>[NH2:1][C:2]1[C:10]([Cl:11])=[CH:9][C:5]([C:6]([NH:39][CH2:38][C:33]23[CH2:37][N:29]([CH2:30][CH2:31][CH2:32]2)[CH2:36][CH2:35][CH2:34]3)=[O:8])=[C:4]([O:12][CH2:13][CH2:14][O:15][CH3:16])[CH:3]=1. The reactants are NC1=CC(=C(C(=O)O)C=C1Cl)OCCOC (4-amino-5-chloro-2-(2-methoxyethoxy)benzoic acid), C(=O)(N1C=NC=C1)N1C=NC=C1 (1,1'-carbonyldiimidazole), N12CCCC(CCC1)(C2)CN (1-azabicyclo[3.3.1]nonane-5-methanamine). Reactants: Cc1ccc(S(=O)(=O)OCC2CCc3ccc(Cl)c(-c4ccccc4C)c3O2)cc1, CS(C)=O, [N-]=[N+]=[N-], [Na+]. The product is Cc1ccccc1-c1c(Cl)ccc2c1OC(CN=[N+]=[N-])CC2. RXN SMILES: [CH3:1][c:2]1[cH:3][cH:4][c:5]([S:6]([O:7][CH2:12][CH:13]2[O:14][c:15]3[c:16](-[c:24]4[c:25]([CH3:30])[cH:26][cH:27][cH:28][cH:29]4)[c:17]([Cl:23])[cH:18][cH:19][c:20]3[CH2:21][CH2:22]2)(=[O:8])=[O:9])[cH:10][cH:11]1.[CH3:35][S:36]([CH3:37])=[O:38].[N-:32]=[N+:33]=[N-:34].[Na+:31]>>[CH2:12]([CH:13]1[O:14][c:15]2[c:16](-[c:24]3[c:25]([CH3:30])[cH:26][cH:27][cH:28][cH:29]3)[c:17]([Cl:23])[cH:18][cH:19][c:20]2[CH2:21][CH2:22]1)[N:32]=[N+:33]=[N-:34]. The reactants are C([O-])([O-])=O.[K+].[K+] (Potassium carbonate), C(C)(=O)OC1=C(C=CC=C1F)C1CC1 (2-cyclopropyl-6-fluorophenyl acetate), Cl (hydrochloric acid). The solvent is CO (methanol). Conditions: time 1 hour. Yields the product C1(CC1)C1=C(C(=CC=C1)F)O (2-cyclopropyl-6-fluorophenol). The yield is 99.0%. RXN SMILES: C(=O)([O-])[O-].[K+].[K+].C([O:10][C:11]1[C:16]([F:17])=[CH:15][CH:14]=[CH:13][C:12]=1[CH:18]1[CH2:20][CH2:19]1)(=O)C.Cl>CO>[CH:18]1([C:12]2[CH:13]=[CH:14][CH:15]=[C:16]([F:17])[C:11]=2[OH:10])[CH2:20][CH2:19]1 |f:0.1.2|. Procedure: Potassium carbonate (911 mg, 6.60 mmol) was added to a solution of 2-cyclopropyl-6-fluorophenyl acetate (640 mg, 3.30 mmol) in methanol (4 ml), and the mixture was stirred at room temperature for 1 hour. After 1M hydrochloric acid was added to the reaction mixture to adjust pH to 2, this was extracted with acetic acid. The organic layer was combined and washed with a saturated aqueous NaCl solution, followed by drying with anhydrous sodium sulfate. After the solid was removed by filtration, the ... The reactants are NC1=CC=C(C=C1)C1=C(NC2=NC=CC=C21)C(=O)OC (methyl 3-(4-aminophenyl)-1H-pyrrolo[2,3-b]pyridine-2-carboxylate), solution, N (ammonia), N (ammonia). Solvent: CO (methanol). Run at temperature 80 celsius, time 20 hour. The product is NC1=CC=C(C=C1)C1=C(NC2=NC=CC=C21)C(=O)N (3-(4-aminophenyl)-1H-pyrrolo[2,3-b]pyridine-2-carboxamide). RXN SMILES: [NH2:1][C:2]1[CH:7]=[CH:6][C:5]([C:8]2[C:16]3[C:11](=[N:12][CH:13]=[CH:14][CH:15]=3)[NH:10][C:9]=2[C:17]([O:19]C)=O)=[CH:4][CH:3]=1.[NH3:21]>CO>[NH2:1][C:2]1[CH:3]=[CH:4][C:5]([C:8]2[C:16]3[C:11](=[N:12][CH:13]=[CH:14][CH:15]=3)[NH:10][C:9]=2[C:17]([NH2:21])=[O:19])=[CH:6][CH:7]=1. Procedure: To a solution of 260 mg of methyl 3-(4-aminophenyl)-1H-pyrrolo[2,3-b]pyridine-2-carboxylate in 30 mL of a 7N solution of ammonia in methanol are added 5 mL of 22% aqueous ammonia solution. The reaction mixture is then stirred for 20 hours in an autoclave at 80° C. (12.6 bar) and then concentrated under reduced pressure. The residue obtained is chromatographed on a column of silica (eluent: 9/1 dichloromethane/methanol by volume). The fractions containing the expected product are concentrated und... Reactants: BrCCOC=1C=CC2=C(C(C=3NC4=CC(=CC=C4C3C2=O)C#N)(C)C)C1 (8-(2-bromo-ethoxy)-6,6-dimethyl-11-oxo-6,11-dihydro-5H-benzo[b]carbazole-3-carbonitrile), N1C(CNCC1)=O (piperazin-2-one), C(C)(C)N(C(C)C)CC (N,N-diisopropylethylamine). Solvent: CN(C)C=O (DMF). Conditions: temperature 80 celsius, time 18 hour. Product: CC1(C2=C(C(C=3C4=CC=C(C=C4NC13)C#N)=O)C=CC(=C2)OCCN2CC(NCC2)=O)C (6,6-Dimethyl-11-oxo-8-[2-(3-oxo-piperazin-1-yl)-ethoxy]-6,11-dihydro-5H-benzo[b]carbazole-3-carbonitrile). Yield: 80.0%. As a reaction SMILES: Br[CH2:2][CH2:3][O:4][C:5]1[CH:6]=[CH:7][C:8]2[C:20](=[O:21])[C:19]3[C:18]4[C:13](=[CH:14][C:15]([C:22]#[N:23])=[CH:16][CH:17]=4)[NH:12][C:11]=3[C:10]([CH3:25])([CH3:24])[C:9]=2[CH:26]=1.[NH:27]1[CH2:32][CH2:31][NH:30][CH2:29][C:28]1=[O:33].C(N(CC)C(C)C)(C)C>CN(C=O)C>[CH3:25][C:10]1([CH3:24])[C:11]2[NH:12][C:13]3[C:18](=[CH:17][CH:16]=[C:15]([C:22]#[N:23])[CH:14]=3)[C:19]=2[C:20](=[O:21])[C:8]2[CH:7]=[CH:6][C:5]([O:4][CH2:3][CH2:2][N:30]3[CH2:31][CH2:32][NH:27][C:28](=[O:33])[CH2:29]3)=[CH:26][C:9]1=2. Procedure: To DMF solution (5 mL) of 8-(2-bromo-ethoxy)-6,6-dimethyl-11-oxo-6,11-dihydro-5H-benzo[b]carbazole-3-carbonitrile (Compound A7-24, 30 mg, 0.07 mmol), piperazin-2-one (44.9 mg, 0.35 mmol) and N,N-diisopropylethylamine (0.061 mL, 0.35 mmol) were added at room temperature and stirred at 80° C. for 18 hr. After cooling to room temperature, the mixture was extracted with ethyl acetate washed with saturated brine. The organic layer was dried over magnesium sulfate. The drying agent was removed by filt... Reactants: CC(C)(C)OC(=O)CBr, C1CCOC1, [Li]CCCC, CC(C)[N-]C(C)C, CC(C)NC(C)C, COC(=O)Cc1ccc(Cl)cc1, [Li+]. Yields the product COC(=O)C(CC(=O)OC(C)(C)C)c1ccc(Cl)cc1. As a reaction SMILES: [Br:33][CH2:34][C:35](=[O:36])[O:37][C:38]([CH3:39])([CH3:40])[CH3:41].[CH2:42]1[O:43][CH2:44][CH2:45][CH2:46]1.[CH3:1][CH2:2][CH2:3][CH2:4][Li:5].[CH3:26][CH:27]([N-:28][CH:29]([CH3:30])[CH3:31])[CH3:32].[CH:6]([NH:7][CH:8]([CH3:9])[CH3:10])([CH3:11])[CH3:12].[Cl:13][c:14]1[cH:15][cH:16][c:17]([CH2:20][C:21](=[O:22])[O:23][CH3:24])[cH:18][cH:19]1.[Li+:25]>>[Cl:13][c:14]1[cH:15][cH:16][c:17]([CH:20]([C:21](=[O:22])[O:23][CH3:24])[CH2:34][C:35](=[O:36])[O:37][C:38]([CH3:39])([CH3:40])[CH3:41])[cH:18][cH:19]1. The reactants are CC(C(=O)OC(C)(C)C)(C)N1CCC(CC1)=O (1,1-dimethylethyl 2-methyl-2-(4-oxo-1-piperidinyl)propanoate), FC(C1=CC=C(C=C1)C1=CC=C(C=C1)CN)(F)F ({[4′-(trifluoromethyl)-4-biphenylyl]methyl}amine), C(C)(=O)O[BH-](OC(C)=O)OC(C)=O.[Na+] (sodium triacetoxyborohydride), C(C)(=O)O (acetic acid), amine, C([O-])([O-])=O.[Na+].[Na+] (sodium carbonate). Solvent: C(Cl)Cl (DCM). Yields the product CC(C(=O)OC(C)(C)C)(C)N1CCC(CC1)NCC1=CC=C(C=C1)C1=CC=C(C=C1)C(F)(F)F (1,1-Dimethylethyl 2-methyl-2-[4-({[4′-(trifluoromethyl)-4-biphenylyl]methyl}amino)-1-piperidinyl]propanoate). The yield is 57.5%. RXN SMILES: [CH3:1][C:2]([N:11]1[CH2:16][CH2:15][C:14](=O)[CH2:13][CH2:12]1)([CH3:10])[C:3]([O:5][C:6]([CH3:9])([CH3:8])[CH3:7])=[O:4].[F:18][C:19]([F:35])([F:34])[C:20]1[CH:25]=[CH:24][C:23]([C:26]2[CH:31]=[CH:30][C:29]([CH2:32][NH2:33])=[CH:28][CH:27]=2)=[CH:22][CH:21]=1.C(O[BH-](OC(=O)C)OC(=O)C)(=O)C.[Na+].C(O)(=O)C.C(=O)([O-])[O-].[Na+].[Na+]>C(Cl)Cl>[CH3:1][C:2]([N:11]1[CH2:16][CH2:15][CH:14]([NH:33][CH2:32][C:29]2[CH:28]=[CH:27][C:26]([C:23]3[CH:24]=[CH:25][C:20]([C:19]([F:18])([F:34])[F:35])=[CH:21][CH:22]=3)=[CH:31][CH:30]=2)[CH2:13][CH2:12]1)([CH3:10])[C:3]([O:5][C:6]([CH3:9])([CH3:8])[CH3:7])=[O:4] |f:2.3,5.6.7|. Reported procedure: A mixture of 1,1-dimethylethyl 2-methyl-2-(4-oxo-1-piperidinyl)propanoate (Int. A6) (370 mg, 1.2 equiv), {[4′-(trifluoromethyl)-4-biphenylyl]methyl}amine (Int. A1) (397 mg, 1 equiv), sodium triacetoxyborohydride (400 mg, 1.5 equiv), DCM (10 ml) and acetic acid (0.076 ml, 1 equiv) was combined and stirred at room temperature until LCMS confirmed disappearance of the amine starting material (approx. 18 hours). Aqueous sodium carbonate was added and then extracted with DCM. The organics were dried ...